From a dataset of the Open Reaction Database (ORD), a public repository of structured organic reaction records. describe an organic reaction: reactants, conditions, products, and yield Starting materials: C(C1=CC=CC=C1)OC(=O)COC1=C(CC2=C(OC(C(=O)O)C)C=CC(=C2)Cl)C=C(C=C1)Cl (2-[2-(2-benzyloxycarbonylmethoxy-5-chloro-benzyl)-4-chloro-phenoxy]-propionic acid), C(C1=CC=CC=C1)OC(=O)COC1=C(CC2=C(OC(C(=O)O)C)C=CC(=C2)Cl)C=C(C=C1)Cl (2-[2-(2-benzyloxycarbonylmethoxy-5-chloro-benzyl)-4-chloro-phenoxy]-propionic acid), C=1C=CC2=C(C1)N=NN2O (HOBt), C1=CN(C=N1)C(=O)N2C=CN=C2 (CDI), N1CCCC1 (pyrrolidine). Solvent: C(C)#N (acetonitrile). The product is C(C1=CC=CC=C1)OC(COC1=C(C=C(C=C1)Cl)CC1=C(C=CC(=C1)Cl)OC(C(N1CCCC1)=O)C)=O ({4-chloro-2-[5-chloro-2-(1-methyl-2-oxo-2-pyrrolidin-1-yl-ethoxy)-benzyl]-phenoxy}-acetic acid benzyl ester). RXN SMILES: [CH2:1]([O:8][C:9]([CH2:11][O:12][C:13]1[CH:32]=[CH:31][C:30]([Cl:33])=[CH:29][C:14]=1[CH2:15][C:16]1[CH:27]=[C:26]([Cl:28])[CH:25]=[CH:24][C:17]=1[O:18][CH:19]([CH3:23])[C:20]([OH:22])=O)=[O:10])[C:2]1[CH:7]=[CH:6][CH:5]=[CH:4][CH:3]=1.[CH:34]1[CH:35]=CC2N(O)N=[N:40][C:38]=2[CH:39]=1.C1N=CN(C(N2C=NC=C2)=O)C=1.N1CCCC1>C(#N)C>[CH2:1]([O:8][C:9](=[O:10])[CH2:11][O:12][C:13]1[CH:32]=[CH:31][C:30]([Cl:33])=[CH:29][C:14]=1[CH2:15][C:16]1[CH:27]=[C:26]([Cl:28])[CH:25]=[CH:24][C:17]=1[O:18][CH:19]([CH3:23])[C:20](=[O:22])[N:40]1[CH2:35][CH2:34][CH2:39][CH2:38]1)[C:2]1[CH:3]=[CH:4][CH:5]=[CH:6][CH:7]=1. Reported procedure: To a suspension of 2-[2-(2-benzyloxycarbonylmethoxy-5-chloro-benzyl)-4-chloro-phenoxy]-propionic acid (Intermediate A) (100 mg, 0.204 mmol), HOBt (27.6 mg, 0.204 mmol) and PS-CDI (326.4 mg, 1.25 mmol/g, 0.408 mmol) in acetonitrile (15 mL) is added pyrrolidine (17.1 μL, 0.204 mmol). The reaction mixture is heated using microwave radiation in a Personal Chemistry Emrys™ Optimizer microwave reactor at 100° C. for 5 minutes. The PS-CDI resin is removed by filtration, rinsing with DCM and MeOH and th... The reactants are Cc1ccc(Br)c(Cl)n1, ClCCl, O=C(OC(=O)C(F)(F)F)C(F)(F)F, NC(N)=O, OO. Product: Cc1ccc(Br)c(Cl)[n+]1[O-]. RXN SMILES: [Br:1][c:2]1[c:3]([Cl:9])[n:4][c:5]([CH3:8])[cH:6][cH:7]1.[Cl:29][CH2:30][Cl:31].[F:16][C:17]([F:18])([F:19])[C:20]([O:21][C:22](=[O:23])[C:24]([F:25])([F:26])[F:27])=[O:28].[NH2:12][C:13](=[O:14])[NH2:15].[OH:10][OH:11]>>[Br:1][c:2]1[c:3]([Cl:9])[n+:4]([O-:14])[c:5]([CH3:8])[cH:6][cH:7]1. Reaction conditions: time 8 hour. The solvent is C(C)(C)O (isopropanol). Reported procedure: A mixture of 5% rhodium on alumina (80 mg) and (R)-3-benzyloxy-2-(2-tert-butoxy carbonylamino-2-methyl-propionylamino)-propionic acid (500 mg, 1.31 mmol) (intermediate 3A) in isopropanol (12 ml) was stirred under a hydrogen atmosphere at room temperature overnight. To ensure completion, a further 120 mg of catalyst were added and the reaction was left to stir at room temperature under a hydrogen atmosphere for a further 5 h. The reaction mixture was filtered through Celite® (filter material) and... The reagents and catalysts are [Rh] (rhodium on alumina), catalyst. The reactants are C(C1=CC=CC=C1)OC[C@H](C(=O)O)NC(C(C)(C)NC(=O)OC(C)(C)C)=O ((R)-3-(benzyloxy)-2-(2-(tert-butoxycarbonylamino)-2-methyl propanamido)propanoic acid), C(C1=CC=CC=C1)OC[C@H](C(=O)O)NC(C(C)(C)NC(=O)OC(C)(C)C)=O ((R)-3-(benzyloxy)-2-(2-(tert-butoxycarbonylamino)-2-methyl propanamido)propanoic acid). As a reaction SMILES: [CH2:1]([O:8][CH2:9][C@@H:10]([NH:14][C:15](=[O:27])[C:16]([NH:19][C:20]([O:22][C:23]([CH3:26])([CH3:25])[CH3:24])=[O:21])([CH3:18])[CH3:17])[C:11]([OH:13])=[O:12])[C:2]1[CH:7]=[CH:6][CH:5]=[CH:4][CH:3]=1>C(O)(C)C.[Rh]>[C:23]([O:22][C:20]([NH:19][C:16]([CH3:18])([CH3:17])[C:15]([NH:14][CH:10]([CH2:9][O:8][CH2:1][CH:2]1[CH2:3][CH2:4][CH2:5][CH2:6][CH2:7]1)[C:11]([OH:13])=[O:12])=[O:27])=[O:21])([CH3:26])([CH3:24])[CH3:25]. Product: C(C)(C)(C)OC(=O)NC(C(=O)NC(C(=O)O)COCC1CCCCC1)(C)C (2-(2-tert-Butoxycarbonylamino-2-methyl-propionylamino)-3-cyclohexylmethoxy-propionic acid). Reactants: [N+](=O)([O-])C=1C=CC2=C([C@@H]3[C@H]([C@](O2)(C(OC)OC)C)O3)C1 ((2S,3R,4R)-6-nitro-2-methyl-2-dimethoxymethyl-3,4-epoxy-3,4-dihydro-2H-1-benzopyran), C(C1=CC=CC=C1)NCC=1N=NN(N1)C (N-benzyl-N-(2-methyl-2H-tetrazol-5-ylmethyl)amine). Yields the product [N+](=O)([O-])C=1C=CC2=C([C@@H]([C@H]([C@](O2)(C(OC)OC)C)O)N(CC=2N=NN(N2)C)CC2=CC=CC=C2)C1 ((2S,3R,4S)-6-nitro-4-[N-benzyl-N-(2-methyl-2H-tetrazol-5-ylmethyl)amino]-3-hydroxy-2-methyl-2-dimethoxymethyl-3,4-dihydro-2H-1-benzopyran). The yield is 48.0%. Reaction SMILES: [N+:1]([C:4]1[CH:5]=[CH:6][C:7]2[O:12][C@:11]([CH3:18])([CH:13]([O:16][CH3:17])[O:14][CH3:15])[C@@H:10]3[O:19][C@@H:9]3[C:8]=2[CH:20]=1)([O-:3])=[O:2].[CH2:21]([NH:28][CH2:29][C:30]1[N:31]=[N:32][N:33]([CH3:35])[N:34]=1)[C:22]1[CH:27]=[CH:26][CH:25]=[CH:24][CH:23]=1>>[N+:1]([C:4]1[CH:5]=[CH:6][C:7]2[O:12][C@:11]([CH3:18])([CH:13]([O:16][CH3:17])[O:14][CH3:15])[C@H:10]([OH:19])[C@@H:9]([N:28]([CH2:21][C:22]3[CH:27]=[CH:26][CH:25]=[CH:24][CH:23]=3)[CH2:29][C:30]3[N:31]=[N:32][N:33]([CH3:35])[N:34]=3)[C:8]=2[CH:20]=1)([O-:3])=[O:2]. Procedure: The same procedure as step 3 of example 1 was accomplished, except for using epoxide compound (200 mg, 0.71 mmol) obtained in step 1 of example 2 and N-benzyl-N-(2-methyl-2H-tetrazol-5-ylmethyl)amine (145 mg, 0.71 mmol). The crude product was purified by silica gel column chromatography (developing solvent-n-hexane:ethyl acetate=1:2), to give desired compound (165 mg, yield: 48%).